From a dataset of the Open Reaction Database (ORD), a public repository of structured organic reaction records. describe an organic reaction: reactants, conditions, products, and yield The reactants are C(#N)C(COCC1=CC=CC=C1)NC(=O)C1CC1 (N-{1-cyano-2-[(phenylmethyl)oxy]ethyl}cyclopropanecarboxamide), C1(=CC=CC=C1)P(C1=CC=CC=C1)C1=CC=CC=C1 (triphenylphosphine), C(Cl)(Cl)(Cl)Cl (carbon tetrachloride). The solvent is C(C)#N (acetonitrile). Conditions: time 10 minute. The product is ClC=1N=C(NC1COCC1=CC=CC=C1)C1CC1 (4-chloro-2-cyclopropyl-5-{[(phenylmethyl)oxy]methyl}-1H-imidazole). Isolated yield 51.8%. As a reaction SMILES: [C:1]([CH:3]([NH:13][C:14]([CH:16]1[CH2:18][CH2:17]1)=O)[CH2:4][O:5][CH2:6][C:7]1[CH:12]=[CH:11][CH:10]=[CH:9][CH:8]=1)#[N:2].C1(P(C2C=CC=CC=2)C2C=CC=CC=2)C=CC=CC=1.C(Cl)(Cl)(Cl)[Cl:39]>C(#N)C>[Cl:39][C:1]1[N:2]=[C:14]([CH:16]2[CH2:18][CH2:17]2)[NH:13][C:3]=1[CH2:4][O:5][CH2:6][C:7]1[CH:12]=[CH:11][CH:10]=[CH:9][CH:8]=1. Reported procedure: A solution of N-{1-cyano-2-[(phenylmethyl)oxy]ethyl}cyclopropanecarboxamide (1.84 g, 7.5 mmol), triphenylphosphine (4.8 g, 18.3 mmol), and carbon tetrachloride (1.9 mL, 19.7 mmol) in acetonitrile (74 mL) was heated at 45° C. for 6 h. The reaction was concentrated and the residue was stirred in CH2Cl2 (80 mL) and 0.5 N NaOH (70 mL) for 10 min. The organic layer was isolated, dried (Na2SO4), filtered, concentrated and the residue was purified by silica gel flash column chromatography (5-50% EtOAc:...